Task: describe an organic reaction: reactants, conditions, products, and yield. Dataset: the Open Reaction Database (ORD), a public repository of structured organic reaction records Reactants: N(=[N+]=[N-])C1=CC=C(C2=CC=CC=C12)C1=NOC(C1)(C(F)(F)F)C1=CC(=CC(=C1)Cl)Cl (3-(4-azido-naphthalen-1-yl)-5-(3,5-dichloro-phenyl)-5-trifluoromethyl-4,5-dihydro-isoxazole), CCN(C(C)C)C(C)C (DIPEA), C(C#C)NC(C1=CC=NC=C1)=O (N-prop-2-ynyl-isonicotinamide). The reagents and catalysts are [Cu]I (CuI). Solvent: CN(C)C=O (DMF). Run at time 5 hour. Product: ClC=1C=C(C=C(C1)Cl)C1(CC(=NO1)C1=CC=C(C2=CC=CC=C12)N1N=NC(=C1)CNC(C1=CC=NC=C1)=O)C(F)(F)F (N-(1-{4-[5-(3,5-dichloro-phenyl)-5-trifluoromethyl-4,5-dihydro-isoxazol-3-yl]-naphthalen-1-yl}-1H-[1,2,3]triazol-4-ylmethyl)-isonicotinamide). Reaction SMILES: [N:1]([C:4]1[C:13]2[C:8](=[CH:9][CH:10]=[CH:11][CH:12]=2)[C:7]([C:14]2[CH2:18][C:17]([C:23]3[CH:28]=[C:27]([Cl:29])[CH:26]=[C:25]([Cl:30])[CH:24]=3)([C:19]([F:22])([F:21])[F:20])[O:16][N:15]=2)=[CH:6][CH:5]=1)=[N+:2]=[N-:3].CCN(C(C)C)C(C)C.[CH2:40]([NH:43][C:44](=[O:51])[C:45]1[CH:50]=[CH:49][N:48]=[CH:47][CH:46]=1)[C:41]#[CH:42]>CN(C=O)C.[Cu]I>[Cl:29][C:27]1[CH:28]=[C:23]([C:17]2([C:19]([F:22])([F:20])[F:21])[O:16][N:15]=[C:14]([C:7]3[C:8]4[C:13](=[CH:12][CH:11]=[CH:10][CH:9]=4)[C:4]([N:1]4[CH:42]=[C:41]([CH2:40][NH:43][C:44](=[O:51])[C:45]5[CH:46]=[CH:47][N:48]=[CH:49][CH:50]=5)[N:3]=[N:2]4)=[CH:5][CH:6]=3)[CH2:18]2)[CH:24]=[C:25]([Cl:30])[CH:26]=1. Procedure: CuI (211 mg) is added to a solution of 3-(4-azido-naphthalen-1-yl)-5-(3,5-dichloro-phenyl)-5-trifluoromethyl-4,5-dihydro-isoxazole (500 mg), DIPEA (3.3 ml) and N-prop-2-ynyl-isonicotinamide (180 mg) in DMF (2.0 ml). After 5 hours at room temperature, the reaction is quenched with a saturated solution of NaHCO3 and extracted with dichloromethane. The combined organic phases are dried over Na2SO4 and concentrated in mow. The crude product is purified on a semi-preparative HPLC to yield N-(1-{4-[5-... Reaction SMILES: P(Cl)(Cl)(Cl)=O.CN(C)[CH:8]=[O:9].[Br:11][C:12]1[CH:17]=[CH:16][C:15]([C:18]2[O:19][CH:20]=[CH:21][CH:22]=2)=[CH:14][CH:13]=1.C(=O)([O-])[O-].[Na+].[Na+]>ClC1C=CC=CC=1>[Br:11][C:12]1[CH:13]=[CH:14][C:15]([C:18]2([O:19][CH:20]=[CH:21][CH2:22]2)[CH:8]=[O:9])=[CH:16][CH:17]=1 |f:3.4.5|. Solvent: ClC1=CC=CC=C1 (chlorobenzene). The product is BrC1=CC=C(C=C1)C1(C=O)CC=CO1 (2(4-bromophenyl)furfural). Procedure: (Vilsmeir procedure) Phosphorous oxychloride POCL3 (12.5 g) and Dimethyl formamide (7 ml) were added to a mixture of 2(4-bromophenyl)furan (20.4 g) in chlorobenzene (100 ml). The mixture was stirred at 10° for one hour. A further addition of POCl3 (1.5 g) and DMF (0.7 g) was then made and the reaction stirred for a further one hour at RT. The mixture was poured onto ice, neutralised with sodium carbonate and the precipitated solid crystalised from chloroform (119). This solid was chromatographed... The reactants are CN(C=O)C (Dimethyl formamide), BrC1=CC=C(C=C1)C=1OC=CC1 (2(4-bromophenyl)furan), P(=O)(Cl)(Cl)Cl (Phosphorous oxychloride), O=P(Cl)(Cl)Cl (POCl3), CN(C)C=O (DMF), C([O-])([O-])=O.[Na+].[Na+] (sodium carbonate). Conditions: time 1 hour. Reactants: C1(C=2C(C(N1CC1=CC=C(C=C1)CCC1=CC=C(C#N)C=C1)=O)=CC=CC2)=O (4-[2-(4-phthalimidomethylphenyl)ethyl]benzonitrile), CO (methanol), Cl (hydrogen chloride), CCOCC (Ether). The solvent is C(Cl)(Cl)Cl (chloroform). Run at time 15 hour. Product: Cl.C1(C=2C(C(N1CC1=CC=C(C=C1)CCC1=CC=C(C(OC)=N)C=C1)=O)=CC=CC2)=O (methyl 4-[2-(4-phthalimidomethylphenyl)ethyl]benzimidate hydrochloride). RXN SMILES: [C:1]1(=[O:28])[N:5]([CH2:6][C:7]2[CH:12]=[CH:11][C:10]([CH2:13][CH2:14][C:15]3[CH:22]=[CH:21][C:18]([C:19]#[N:20])=[CH:17][CH:16]=3)=[CH:9][CH:8]=2)[C:4](=[O:23])[C:3]2=[CH:24][CH:25]=[CH:26][CH:27]=[C:2]12.CO.[ClH:31].C[CH2:33][O:34]CC>C(Cl)(Cl)Cl>[ClH:31].[C:4]1(=[O:23])[N:5]([CH2:6][C:7]2[CH:8]=[CH:9][C:10]([CH2:13][CH2:14][C:15]3[CH:22]=[CH:21][C:18]([C:19](=[NH:20])[O:34][CH3:33])=[CH:17][CH:16]=3)=[CH:11][CH:12]=2)[C:1](=[O:28])[C:2]2=[CH:27][CH:26]=[CH:25][CH:24]=[C:3]12 |f:5.6|. Reported procedure: To a solution of 6 g of 4-[2-(4-phthalimidomethylphenyl)ethyl]benzonitrile in 300 ml of chloroform, was added at room temperature slowly dropwise 50 ml of anhydrous methanol saturated with anhydrous hydrogen chloride. The mixture was stirred at room temperature for 15 hours. The reaction mixture was stripped of the solvent under reduced pressure. Ether was added to the residue and the precipitated crystals were collected by filtration to yield 6 g of methyl 4-[2-(4-phthalimidomethylphenyl)ethyl]... Starting materials: COS(=O)(=O)OC (dimethylsulfate), OC(CC#N)C1=CC2=CC=CC=C2C=C1 (3-hydroxy-3-(2-naphthalenyl)propionitrile), [H-].[Na+] (NaH). Run in C1CCOC1 (THF), C1CCOC1 (THF), O (H2O). Conditions: temperature 0 celsius, time 5 minute. Yields the product COC(CC#N)C1=CC2=CC=CC=C2C=C1 (3-Methoxy-3-(2-naphthalenyl)propionitrile). The yield is 86.7%. As a reaction SMILES: [H-].[Na+].[OH:3][CH:4]([C:8]1[CH:17]=[CH:16][C:15]2[C:10](=[CH:11][CH:12]=[CH:13][CH:14]=2)[CH:9]=1)[CH2:5][C:6]#[N:7].[CH3:18]OS(OC)(=O)=O>C1COCC1.O>[CH3:18][O:3][CH:4]([C:8]1[CH:17]=[CH:16][C:15]2[C:10](=[CH:11][CH:12]=[CH:13][CH:14]=2)[CH:9]=1)[CH2:5][C:6]#[N:7] |f:0.1|. Reported procedure: To a suspension of NaH (1.50 g, 37.5 mmol, 60% dispersion) in dry THF (200 mL) cooled to 0° C. was added 3-hydroxy-3-(2-naphthalenyl)propionitrile (4.92 g, 25 mmol) in THF (50 mL) dropwise over 20 minutes. The resulting solution was stirred at 0° C. for 5 minutes and dimethylsulfate (4.72 g, 37.5 mmol) was added in one portion. The reaction mixture was stirred at 0° C. for 20 minutes and room temperature for 1.5 hours. The reaction was then diluted with H2O (50 mL) and the volatiles were removed... Product: Cl.CN(C1=CC(=C(C=N1)N)C(F)(F)F)C (6-Dimethylamino-4-trifluoromethyl-3-aminopyridine hydrochloride). Procedure: A solution of 0.73 g (2.39 mmol) of 6-dimethylamino-4-trifluoromethyl-3-(tert-butoxycarbonylamino)pyridine, prepared in stage 10.3, in 8.5 ml of 4N hydrochloric acid in dioxane is stirred at reflux for 5 hours. 200 ml of ethyl ether are subsequently added to the cooled reaction mixture. 0.6 g of a precipitate is collected by filtration. The reactants are CN(C1=CC(=C(C=N1)NC(=O)OC(C)(C)C)C(F)(F)F)C (6-dimethylamino-4-trifluoromethyl-3-(tert-butoxycarbonylamino)pyridine), Cl (hydrochloric acid), C(C)OCC (ethyl ether). Solvent: O1CCOCC1 (dioxane). As a reaction SMILES: [CH3:1][N:2]([CH3:21])[C:3]1[N:8]=[CH:7][C:6]([NH:9]C(OC(C)(C)C)=O)=[C:5]([C:17]([F:20])([F:19])[F:18])[CH:4]=1.C(OCC)C.[ClH:27]>O1CCOCC1>[ClH:27].[CH3:1][N:2]([CH3:21])[C:3]1[N:8]=[CH:7][C:6]([NH2:9])=[C:5]([C:17]([F:20])([F:18])[F:19])[CH:4]=1 |f:4.5|.